Dataset: the Open Reaction Database (ORD), a public repository of structured organic reaction records. Task: describe an organic reaction: reactants, conditions, products, and yield The reactants are O (water), C(C)(C)(C)OC(=O)N1CC(CC1)CN1N=C(C2=CC(=CC=C12)OC(F)F)C=1N=C2C(=NC1)N(C=C2C(NC(C)(C)C)=O)COCC[Si](C)(C)C (3-{3-[7-tert-butylcarbamoyl-5-(2-trimethylsilanylethoxymethyl)-5H-pyrrolo[2,3-b]pyrazin-2-yl]-5-difluoromethoxy-indazol-1-ylmethyl}-pyrrolidine-1-carboxylic acid tert-butyl ester), C(CN)N (ethylenediamine), FC(C(=O)O)(F)F (trifluoroacetic acid). Run in C(C)(=O)OCC (ethyl acetate), ClCCl (dichloromethane). Reaction conditions: time 2 hour. Yields the product C(C)(C)(C)NC(=O)C1=CNC2=NC=C(N=C21)C2=NN(C1=CC=C(C=C21)OC(F)F)CC2CNCC2 (2-(5-difluoromethoxy-1-pyrrolidin-3-ylmethyl-1H-indazol-3-yl)-5H-pyrrolo[2,3-b]pyrazine-7-carboxylic acid tert-butylamide). The yield is 36.3%. As a reaction SMILES: C(OC([N:8]1[CH2:12][CH2:11][CH:10]([CH2:13][N:14]2[C:22]3[C:17](=[CH:18][C:19]([O:23][CH:24]([F:26])[F:25])=[CH:20][CH:21]=3)[C:16]([C:27]3[N:28]=[C:29]4[C:35]([C:36](=[O:42])[NH:37][C:38]([CH3:41])([CH3:40])[CH3:39])=[CH:34][N:33](COCC[Si](C)(C)C)[C:30]4=[N:31][CH:32]=3)=[N:15]2)[CH2:9]1)=O)(C)(C)C.FC(F)(F)C(O)=O.C(N)CN.O>ClCCl.C(OCC)(=O)C>[C:38]([NH:37][C:36]([C:35]1[C:29]2[C:30](=[N:31][CH:32]=[C:27]([C:16]3[C:17]4[C:22](=[CH:21][CH:20]=[C:19]([O:23][CH:24]([F:25])[F:26])[CH:18]=4)[N:14]([CH2:13][CH:10]4[CH2:11][CH2:12][NH:8][CH2:9]4)[N:15]=3)[N:28]=2)[NH:33][CH:34]=1)=[O:42])([CH3:41])([CH3:39])[CH3:40]. Procedure: In a round-bottomed flask, 3-{3-[7-tert-butylcarbamoyl-5-(2-trimethylsilanylethoxymethyl)-5H-pyrrolo[2,3-b]pyrazin-2-yl]-5-difluoromethoxy-indazol-1-ylmethyl}-pyrrolidine-1-carboxylic acid tert-butyl ester (134 mg, 0.188 mmol) was dissolved in dichloromethane (1 ml) and trifluoroacetic acid (0.58 ml, 7.53 mmol) was added. The reaction mixture was stirred at room temperature for 2 h then concentrated. The residue was dissolved in dichloromethane (1 ml) and ethylenediamine (0.76 ml, 11.3 mmol) was... Reactants: CC1=C(C(=O)OCC)C=CC=N1 (Ethyl 2-methylnicotinate), [H-].C(C(C)C)[Al+]CC(C)C (diisobutyl aluminium hydride). Solvent: ClCCl (dichloromethane). Conditions: time 1 hour. The product is CC1=NC=CC=C1CO ((2-methylpyridin-3-yl)methanol). The yield is 86.6%. Reaction SMILES: [CH3:1][C:2]1[N:12]=[CH:11][CH:10]=[CH:9][C:3]=1[C:4](OCC)=[O:5].[H-].C([Al+]CC(C)C)C(C)C>ClCCl>[CH3:1][C:2]1[C:3]([CH2:4][OH:5])=[CH:9][CH:10]=[CH:11][N:12]=1 |f:1.2|. Procedure details: Ethyl 2-methylnicotinate 18-1 (257 mg) was mixed with dichloromethane (4 ml) and to the mixture at −78° C. was added dropwise 1 M diisobutyl aluminium hydride (4 ml), followed by siring for 1 hour. The reaction was quenched with methanol and to the mixture was added aqueous Rochel solution (20 ml), followed by stirring for 2 hours. The resulting mixture was extracted with dichloromethane, dried over anhydrous magnesium sulfate, and concentrated under reduced pressure. The residue was column-chro... The reactants are C(#N)CC1=CCC2=CC=CC=C12 (3-Cyanomethylindene). Reagents/catalysts: [Rh] (Rhodium/alumina). Run in solution, [OH-].[NH4+] (ammonium hydroxide), C(C)O (ethanol). Run at time 8 hour. Yields the product NCCC1CCC2=CC=CC=C12 (1-(2-aminoethyl)indane). As a reaction SMILES: [C:1]([CH2:3][C:4]1[C:12]2[C:7](=[CH:8][CH:9]=[CH:10][CH:11]=2)[CH2:6][CH:5]=1)#[N:2]>[OH-].[NH4+].C(O)C.[Rh]>[NH2:2][CH2:1][CH2:3][CH:4]1[C:12]2[C:7](=[CH:8][CH:9]=[CH:10][CH:11]=2)[CH2:6][CH2:5]1 |f:1.2|. Procedure: Indene (2 ml), 1.99 g, 17.2 mmol) was dissolved in dry THF (2 ml) and stirred at -78° under nitrogen. n-Butyllithium (6.87 ml of a 2.5M solution in hexane: 17.2 mmol) was added, and the solution was then warmed to ambient temperature, stirred for 15 minutes, recooled to -78°, and added via syringe to a solution of chloroacetonitrile (1.09 ml, 1.30 g, 17.2 mmol) in THF (2 ml) stirred at -78°. After completion of the addition, the solution was diluted with ether (200 ml) and washed with 1M HCl fol... Starting materials: C(C)O (Ethanol), CNC (dimethylamine), C(C)O (ethanol), C[Si](CCCOCC1OC1)(CC[Si](C)(C)C)C (2-{3-[Dimethyl-(2-trimethylsilanyl-ethyl)-silanyl]-propoxymethyl}-oxirane), C(C)O (ethanol), CNC (dimethyl amine). Solvent: O (water). Conditions: temperature 50 celsius. Yields the product CN(CC(COCCC[Si](CC[Si](C)(C)C)(C)C)O)C (1-Dimethylamino-3-{3-[dimethyl-(2-trimethylsilanyl-ethyl)-silanyl]-propoxy}-propan-2-ol). Reaction SMILES: [CH3:1][NH:2][CH3:3].C(O)C.[CH3:7][Si:8]([CH3:23])([CH2:17][CH2:18][Si:19]([CH3:22])([CH3:21])[CH3:20])[CH2:9][CH2:10][CH2:11][O:12][CH2:13][CH:14]1[CH2:16][O:15]1>O>[CH3:1][N:2]([CH3:3])[CH2:16][CH:14]([OH:15])[CH2:13][O:12][CH2:11][CH2:10][CH2:9][Si:8]([CH3:23])([CH3:7])[CH2:17][CH2:18][Si:19]([CH3:22])([CH3:21])[CH3:20]. Procedure details: Aqueous dimethylamine (25%; 10 g, dimethyl amine ˜55 mMol) and 40 mL of ethanol were charged to a 100 mL RB flask equipped with a magnetic stirrer. The mixture was stirred and heated to 50° C. 2-{3-[Dimethyl-(2-trimethylsilanyl-ethyl)-silanyl]-propoxymethyl}-oxirane 8 (2 g; 7.28 mMol) mixed with 10 g ethanol was placed in an addition funnel and added dropwise to the flask. The mixture was stirred and maintained at 50° C. for an additional 8 hours. Ethanol, water and excess dimethyl amine were st... The product is C[N+]1(Cc2ccccc2)CCC(NC(=O)OC(c2cccc(F)c2)c2cccc(F)c2)C1, [I-]. The reactants are O=C(NC1CCN(Cc2ccccc2)C1)OC(c1cccc(F)c1)c1cccc(F)c1, CCOC(C)=O, CI. Reaction SMILES: [CH2:1]([c:2]1[cH:3][cH:4][cH:5][cH:6][cH:7]1)[N:8]1[CH2:9][CH:10]([NH:13][C:14]([O:15][CH:16]([c:17]2[cH:18][c:19]([F:23])[cH:20][cH:21][cH:22]2)[c:24]2[cH:25][c:26]([F:30])[cH:27][cH:28][cH:29]2)=[O:31])[CH2:11][CH2:12]1.[CH3:34][CH2:35][O:36][C:37]([CH3:38])=[O:39].[I:32][CH3:33]>>[CH2:1]([c:2]1[cH:3][cH:4][cH:5][cH:6][cH:7]1)[N+:8]1([CH3:33])[CH2:9][CH:10]([NH:13][C:14]([O:15][CH:16]([c:17]2[cH:18][c:19]([F:23])[cH:20][cH:21][cH:22]2)[c:24]2[cH:25][c:26]([F:30])[cH:27][cH:28][cH:29]2)=[O:31])[CH2:11][CH2:12]1.[I-:32]. The reactants are COC(CC1=C(C=C(C(=C1)OC)OC)S(=O)(=O)N1CCN(CC1)C1=NC=C(C=C1)C(F)(F)F)=O ({4,5-Dimethoxy-2-[4-(5-trifluoromethylpyridin-2-yl)piperazine-1-sulfonyl]phenyl}acetic acid methyl ester), O1CCCC1 (tetrahydrofuran), [OH-].[Li+] (Lithium hydroxide). Solvent: CO (methanol), O (water), O (water). Reaction conditions: time 16 hour. The product is COC1=CC(=C(C=C1OC)CC(=O)O)S(=O)(=O)N1CCN(CC1)C1=NC=C(C=C1)C(F)(F)F ({4,5-Dimethoxy-2-[4-(5-trifluoromethylpyridin-2-yl)piperazine-1-sulfonyl]phenyl}acetic acid). The yield is 99.8%. RXN SMILES: C[O:2][C:3](=[O:34])[CH2:4][C:5]1[CH:10]=[C:9]([O:11][CH3:12])[C:8]([O:13][CH3:14])=[CH:7][C:6]=1[S:15]([N:18]1[CH2:23][CH2:22][N:21]([C:24]2[CH:29]=[CH:28][C:27]([C:30]([F:33])([F:32])[F:31])=[CH:26][N:25]=2)[CH2:20][CH2:19]1)(=[O:17])=[O:16].O1CCCC1.[OH-].[Li+]>CO.O>[CH3:14][O:13][C:8]1[C:9]([O:11][CH3:12])=[CH:10][C:5]([CH2:4][C:3]([OH:34])=[O:2])=[C:6]([S:15]([N:18]2[CH2:23][CH2:22][N:21]([C:24]3[CH:29]=[CH:28][C:27]([C:30]([F:31])([F:33])[F:32])=[CH:26][N:25]=3)[CH2:20][CH2:19]2)(=[O:16])=[O:17])[CH:7]=1 |f:2.3|. Reported procedure: {4,5-Dimethoxy-2-[4-(5-trifluoromethylpyridin-2-yl)piperazine-1-sulfonyl]phenyl}acetic acid methyl ester (0.3 g) was taken up in methanol (10 ml), tetrahydrofuran (10 ml) and water (10 ml). Lithium hydroxide (125 mg) was added and the reaction stirred at RT for 16 hrs. The reaction was diluted with water (10 ml), its volume reduced to one third in vacuo, and the reaction extracted with diethyl ether (3×15 ml). The aqueous layer was acidified to pH 4 with 2M hydrochloric acid and extracted with e...